Dataset: the Open Reaction Database (ORD), a public repository of structured organic reaction records. Task: describe an organic reaction: reactants, conditions, products, and yield Reactants: C(C1=CC=CC=C1)OC(NC1CCC(CC1)CS(=O)(=O)C)=O ((4-Methanesulfonylmethyl-cyclohexyl)-carbamic acid benzyl ester). Reagents/catalysts: [Pd] (palladium/carbon). Run in C(C)O (ethanol). Run at time 16 hour. Yields the product CS(=O)(=O)CC1CCC(CC1)N (4-methanesulfonylmethyl-cyclohexylamine). Isolated yield 100.8%. RXN SMILES: C(OC(=O)[NH:10][CH:11]1[CH2:16][CH2:15][CH:14]([CH2:17][S:18]([CH3:21])(=[O:20])=[O:19])[CH2:13][CH2:12]1)C1C=CC=CC=1>C(O)C.[Pd]>[CH3:21][S:18]([CH2:17][CH:14]1[CH2:15][CH2:16][CH:11]([NH2:10])[CH2:12][CH2:13]1)(=[O:19])=[O:20]. Procedure details: (4-Methanesulfonylmethyl-cyclohexyl)-carbamic acid benzyl ester (0.54 g, 1.66 mmol) in ethanol (15 mL, IMS grade) under nitrogen was treated with 10% palladium/carbon (0.18 g, 0.17 mmol). The mixture was purged with hydrogen gas and was stirred under an atmosphere of hydrogen (balloon) for 16 hours. The catalyst was filtered off through Celite® and the filter cake rinsed several times with ethanol. The filtrate was concentrated and then purified by column chromatography on Isolute® SCX-2 cartrid...